This data is from the Open Reaction Database (ORD), a public repository of structured organic reaction records. The task is: describe an organic reaction: reactants, conditions, products, and yield The reactants are O=S(=O)([O-])c1ccc(C=Cc2ccccc2)cc1, [NH2-], N, [Na+], [Na]. Product: Nc1ccc(C=Cc2ccccc2)cc1. Reaction SMILES: [CH:1](=[CH:2][c:3]1[cH:4][cH:5][cH:6][cH:7][cH:8]1)[c:9]1[cH:10][cH:11][c:12]([S:15]([O-:16])(=[O:17])=[O:18])[cH:13][cH:14]1.[NH2-:21].[NH3:22].[Na+:19].[Na:20]>>[CH:1](=[CH:2][c:3]1[cH:4][cH:5][cH:6][cH:7][cH:8]1)[c:9]1[cH:10][cH:11][c:12]([NH2:21])[cH:13][cH:14]1. Reactants: 82C, BrC=1C=C2C(C(N(C2=CC1)C(C1=CC=CC=C1)C1=CC=CC=C1)=O)(C1=CC2=C(OCCO2)C=C1O)O (5-bromo-1-(diphenylmethyl)-3-hydroxy-3-(7-hydroxy-2,3-dihydro-1,4-benzodioxin-6-yl)-1,3-dihydro-2H-indol-2-one), C1(=CC=CC=C1)C(N1C(C(C2=C(C=CC=C12)F)(C1=CC2=C(OCCO2)C=C1O)O)=O)C1=CC=CC=C1 (1-(diphenylmethyl)-4-fluoro-3-hydroxy-3-(7-hydroxy-2,3-dihydro-1,4-benzodioxin-6-yl)-1,3-dihydro-2H-indol-2-one). Yields the product BrC=1C=C2C(C(N(C2=CC1)C(C1=CC=CC=C1)C1=CC=CC=C1)=O)C1=CC2=C(OCCO2)C=C1O (5-bromo-1-(diphenylmethyl)-3-(7-hydroxy-2,3-dihydro-1,4-benzodioxin-6-yl)-1,3-dihydro-2H-indol-2-one). As a reaction SMILES: [Br:1][C:2]1[CH:3]=[C:4]2[C:8](=[CH:9][CH:10]=1)[N:7]([CH:11]([C:18]1[CH:23]=[CH:22][CH:21]=[CH:20][CH:19]=1)[C:12]1[CH:17]=[CH:16][CH:15]=[CH:14][CH:13]=1)[C:6](=[O:24])[C:5]2(O)[C:25]1[C:34]([OH:35])=[CH:33][C:28]2[O:29][CH2:30][CH2:31][O:32][C:27]=2[CH:26]=1.C1(C(C2C=CC=CC=2)N2C3C(=C(F)C=CC=3)C(O)(C3C(O)=CC4OCCOC=4C=3)C2=O)C=CC=CC=1>>[Br:1][C:2]1[CH:3]=[C:4]2[C:8](=[CH:9][CH:10]=1)[N:7]([CH:11]([C:18]1[CH:19]=[CH:20][CH:21]=[CH:22][CH:23]=1)[C:12]1[CH:17]=[CH:16][CH:15]=[CH:14][CH:13]=1)[C:6](=[O:24])[CH:5]2[C:25]1[C:34]([OH:35])=[CH:33][C:28]2[O:29][CH2:30][CH2:31][O:32][C:27]=2[CH:26]=1. Procedure details: Following the procedure as described in PREPARATION 82C and making non-critical variations using 5-bromo-1-(diphenylmethyl)-3-hydroxy-3-(7-hydroxy-2,3-dihydro-1,4-benzodioxin-6-yl)-1,3-dihydro-2H-indol-2-one to replace 1-(diphenylmethyl)-4-fluoro-3-hydroxy-3-(7-hydroxy-2,3-dihydro-1,4-benzodioxin-6-yl)-1,3-dihydro-2H-indol-2-one, 5-bromo-1-(diphenylmethyl)-3-(7-hydroxy-2,3-dihydro-1,4-benzodioxin-6-yl)-1,3-dihydro-2H-indol-2-one was obtained (85%) as a colorless solid: MS (ES+) m/z 527.8 (M+1), ... The reactants are CCN(CC)S(F)(F)F, ClCCl, [Na+], CC(C)(C)OC(=O)N1CCCC1CO, O=C([O-])O. Product: CC(C)(C)OC(=O)N1CCCC1CF. Reaction SMILES: [CH2:1]([N:2]([S:3]([F:4])([F:5])[F:7])[CH2:6][CH3:8])[CH3:9].[Cl:29][CH2:30][Cl:31].[Na+:24].[OH:10][CH2:11][CH:12]1[N:13]([C:17](=[O:18])[O:19][C:20]([CH3:21])([CH3:22])[CH3:23])[CH2:14][CH2:15][CH2:16]1.[OH:25][C:26](=[O:27])[O-:28]>>[F:7][CH2:11][CH:12]1[N:13]([C:17](=[O:18])[O:19][C:20]([CH3:21])([CH3:22])[CH3:23])[CH2:14][CH2:15][CH2:16]1. Starting materials: C(C1=CC=CC=C1)(=O)C=1C=C(C(=O)O)C=CC1 (3-Benzoyl-benzoic acid), OS(=O)(=O)O (H2SO4), CO (methanol). Solvent: C(C)(=O)OCC (ethyl acetate). The product is COC(C1=CC(=CC=C1)C(C1=CC=CC=C1)=O)=O (3-benzoyl-benzoic acid methyl ester). Reaction SMILES: [C:1]([C:9]1[CH:10]=[C:11]([CH:15]=[CH:16][CH:17]=1)[C:12]([OH:14])=[O:13])(=[O:8])[C:2]1[CH:7]=[CH:6][CH:5]=[CH:4][CH:3]=1.OS(O)(=O)=O.[CH3:23]O>C(OCC)(=O)C>[CH3:23][O:13][C:12](=[O:14])[C:11]1[CH:15]=[CH:16][CH:17]=[C:9]([C:1](=[O:8])[C:2]2[CH:3]=[CH:4][CH:5]=[CH:6][CH:7]=2)[CH:10]=1. Procedure: 3-Benzoyl-benzoic acid (5.12 g, 22.6 mmol) was stirred in methanol (45 mL) with conc. H2SO4 (2.0 mL) for 18 h at 60° C. The reaction mixture was diluted with ethyl acetate and then washed with an aqueous NaHCO3 solution. The organic layer was dried over MgSO4, filtered, and concentrated to provide 3-benzoyl-benzoic acid methyl ester (5.4 g, 22.6 mmol) in quantitative yield as a yellow oil. The product is CC1(C)CCC(C)(C)C1OCC(C)(C)[N+](=O)[O-]. RXN SMILES: [CH3:1][C:2]1([CH3:10])[CH:3]([OH:9])[C:4]([CH3:7])([CH3:8])[CH2:5][CH2:6]1.[CH3:24][C:25]#[N:26].[H-:16].[N+:18](=[O:19])([O-:20])[C:21](=[CH2:22])[CH3:23].[Na+:17].[O:11]1[CH2:12][CH2:15][CH2:14][CH2:13]1>>[CH3:1][C:2]1([CH3:10])[CH:3]([O:9][CH2:22][C:21]([CH3:12])([N+:18](=[O:19])[O-:20])[CH3:23])[C:4]([CH3:7])([CH3:8])[CH2:5][CH2:6]1. The reactants are CC1(C)CCC(C)(C)C1O, CC#N, [H-], C=C(C)[N+](=O)[O-], [Na+], C1CCOC1.